Dataset: the Open Reaction Database (ORD), a public repository of structured organic reaction records. Task: describe an organic reaction: reactants, conditions, products, and yield Reactants: ClCCl, C=CCCC(CC=C)(c1ccccc1)c1ccc2nc(-c3ccc(C4OCCCO4)cc3F)sc2n1. Yields the product Fc1cc(C2OCCCO2)ccc1-c1nc2ccc(C3(c4ccccc4)CC=CCC3)nc2s1. RXN SMILES: [Cl:37][CH2:38][Cl:39].[O:1]1[CH:2]([c:7]2[cH:8][c:9]([F:36])[c:10](-[c:13]3[s:14][c:15]4[n:16][c:17]([C:22]([CH2:23][CH:24]=[CH2:25])([CH2:26][CH2:27][CH:28]=[CH2:29])[c:30]5[cH:31][cH:32][cH:33][cH:34][cH:35]5)[cH:18][cH:19][c:20]4[n:21]3)[cH:11][cH:12]2)[O:3][CH2:4][CH2:5][CH2:6]1>>[O:1]1[CH:2]([c:7]2[cH:8][c:9]([F:36])[c:10](-[c:13]3[s:14][c:15]4[n:16][c:17]([C:22]5([c:30]6[cH:31][cH:32][cH:33][cH:34][cH:35]6)[CH2:23][CH:24]=[CH:25][CH2:27][CH2:26]5)[cH:18][cH:19][c:20]4[n:21]3)[cH:11][cH:12]2)[O:3][CH2:4][CH2:5][CH2:6]1. Reactants: C(C1=CC=CC=C1)N1CC2C(C=CC(C2C1)=O)(C1=CC=CC=C1)C1=CC=CC=C1 (2-benzyl-7,7-diphenyl-2,3,3a,4,7,7a-hexahydro-4-1H-isoindolone), ClC(=O)OC=C (vinyl chloroformate). Run in ClCCCl (1,2-dichloroethane). Product: C1(=CC=CC=C1)C1(C=CC(C2CN(CC12)C(=O)OC=C)=O)C1=CC=CC=C1 (7,7-Diphenyl-2-vinyloxycarbonyl-2,3,3a,4,7,7a-hexahydro-4-1H-isoindolone). As a reaction SMILES: C([N:8]1[CH2:16][CH:15]2[CH:10]([C:11]([C:24]3[CH:29]=[CH:28][CH:27]=[CH:26][CH:25]=3)([C:18]3[CH:23]=[CH:22][CH:21]=[CH:20][CH:19]=3)[CH:12]=[CH:13][C:14]2=[O:17])[CH2:9]1)C1C=CC=CC=1.Cl[C:31]([O:33][CH:34]=[CH2:35])=[O:32]>ClCCCl>[C:24]1([C:11]2([C:18]3[CH:23]=[CH:22][CH:21]=[CH:20][CH:19]=3)[CH:10]3[CH:15]([CH2:16][N:8]([C:31]([O:33][CH:34]=[CH2:35])=[O:32])[CH2:9]3)[C:14](=[O:17])[CH:13]=[CH:12]2)[CH:25]=[CH:26][CH:27]=[CH:28][CH:29]=1. Reported procedure: A mixture of 2-benzyl-7,7-diphenyl-2,3,3a,4,7,7a-hexahydro-4-1H-isoindolone (3.4 g) and vinyl chloroformate (0.92 cc) in 1,2-dichloroethane (80 cc) is refluxed for 1 hour; the reaction mixture is concentrated to dryness under reduced pressure (2.7 kPa). The residue is crystallized from ethyl ether (20 cc). 7,7-Diphenyl-2-vinyloxycarbonyl-2,3,3a,4,7,7a-hexahydro-4-1H-isoindolone (2.6 g) melting at 162° C. is obtained. Reactants: COC(=O)C1CC(Oc2ccccc2)CN1S(=O)(=O)c1ccc(OC)c(OC)c1, CO, [Li+], C1CCOC1, [OH-], O, O=C(O)CC(O)(CC(=O)O)C(=O)O. Product: COc1ccc(S(=O)(=O)N2CC(Oc3ccccc3)CC2C(=O)O)cc1OC. Reaction SMILES: [CH3:1][O:2][C:3](=[O:4])[CH:5]1[N:6]([S:17](=[O:18])(=[O:19])[c:20]2[cH:21][c:22]([O:28][CH3:29])[c:23]([O:26][CH3:27])[cH:24][cH:25]2)[CH2:7][CH:8]([O:10][c:11]2[cH:12][cH:13][cH:14][cH:15][cH:16]2)[CH2:9]1.[CH3:51][OH:52].[Li+:31].[O:46]1[CH2:47][CH2:48][CH2:49][CH2:50]1.[OH-:32].[OH2:30].[OH:33][C:34]([CH2:35][C:36]([C:37](=[O:38])[OH:39])([CH2:40][C:41](=[O:42])[OH:43])[OH:44])=[O:45]>>[O:2]=[C:3]([OH:4])[CH:5]1[N:6]([S:17](=[O:18])(=[O:19])[c:20]2[cH:21][c:22]([O:28][CH3:29])[c:23]([O:26][CH3:27])[cH:24][cH:25]2)[CH2:7][CH:8]([O:10][c:11]2[cH:12][cH:13][cH:14][cH:15][cH:16]2)[CH2:9]1. The reactants are C1(=C(C=CC=C1)P(C1=C(C=CC=C1)C)C1=C(C=CC=C1)C)C (tris-o-tolylphosphine), C1(=CC=CC=C1)N1C(=NC2=C1C=CC=C2)C2=CC=C(C=C2)B2OC(C(O2)(C)C)(C)C (1-phenyl-2-[4-(4,4,5,5-tetramethyl-1,3,2-dioxaborolan-2-yl)-phenyl]-1H-benzimidazole), [Si](C)(C)(C(C)(C)C)OC=1C=CC(=C2C=CC=NC12)I (8-(tert-butyldimethylsilyl-oxy)-5-iodoquinoline), C1(=CC=CC=C1)C (toluene). Reagents/catalysts: CC(=O)[O-].CC(=O)[O-].[Pd+2] (Pd(OAc)2). Solvent: O (water), O1CCOCC1 (dioxane). Run at temperature 80 celsius, time 30 minute. Yields the product [Si](C)(C)(C(C)(C)C)OC=1C=CC(=C2C=CC=NC12)C1=CC=C(C=C1)C1=NC2=C(N1C1=CC=CC=C1)C=CC=C2 (8-(tert-Butyldimethylsilanyloxy)-5-[4-(1-phenyl-1H-benzimidazol-2-yl)phenyl]quinoline). Reaction SMILES: [C:1]1([N:7]2[C:11]3[CH:12]=[CH:13][CH:14]=[CH:15][C:10]=3[N:9]=[C:8]2[C:16]2[CH:21]=[CH:20][C:19](B3OC(C)(C)C(C)(C)O3)=[CH:18][CH:17]=2)[CH:6]=[CH:5][CH:4]=[CH:3][CH:2]=1.[Si:31]([O:38][C:39]1[CH:40]=[CH:41][C:42](I)=[C:43]2[C:48]=1[N:47]=[CH:46][CH:45]=[CH:44]2)([C:34]([CH3:37])([CH3:36])[CH3:35])([CH3:33])[CH3:32].C1(C)C=CC=CC=1.C1(C)C=CC=CC=1P(C1C=CC=CC=1C)C1C=CC=CC=1C>O.CC([O-])=O.CC([O-])=O.[Pd+2].O1CCOCC1>[Si:31]([O:38][C:39]1[CH:40]=[CH:41][C:42]([C:19]2[CH:18]=[CH:17][C:16]([C:8]3[N:7]([C:11]4[CH:10]=[CH:15][CH:14]=[CH:13][CH:12]=4)[C:1]4[CH:6]=[CH:5][CH:4]=[CH:3][C:2]=4[N:9]=3)=[CH:21][CH:20]=2)=[C:43]2[C:48]=1[N:47]=[CH:46][CH:45]=[CH:44]2)([C:34]([CH3:37])([CH3:36])[CH3:35])([CH3:33])[CH3:32] |f:5.6.7|. Procedure details: A mixture of 1-phenyl-2-[4-(4,4,5,5-tetramethyl-1,3,2-dioxaborolan-2-yl)-phenyl]-1H-benzimidazole (8.9 g, 22.4 mmol), 8-(tert-butyldimethylsilyl-oxy)-5-iodoquinoline (7.2 g, 18.69 mmol), toluene (110 ml) and dioxane (110 ml) is degassed by passing through of N2 for 30 min. Pd(OAc)2 (9 mg, 0.04 mmol) and tris-o-tolylphosphine (75.6 mg, 0.25 mmol) is then added, and the mixture is heated at 80° C. for 8 h. After cooling to room temperature, the mixture is diluted with water (100 ml) and extracted ...